Dataset: the Open Reaction Database (ORD), a public repository of structured organic reaction records. Task: describe an organic reaction: reactants, conditions, products, and yield Starting materials: CCOC(C)=O, O=C(Cl)C1CCCCC1, CCN(C(C)C)C(C)C, CC1CNCCN1c1nnc(Cl)c2ccccc12, CN(C)C=O. Product: CC1CN(C(=O)C2CCCCC2)CCN1c1nnc(Cl)c2ccccc12. RXN SMILES: [CH3:42][CH2:43][O:44][C:45](=[O:46])[CH3:47].[CH:19]1([C:25](=[O:26])[Cl:27])[CH2:20][CH2:21][CH2:22][CH2:23][CH2:24]1.[CH:33]([N:34]([CH2:35][CH3:36])[CH:37]([CH3:38])[CH3:39])([CH3:40])[CH3:41].[Cl:1][c:2]1[n:3][n:4][c:5]([N:12]2[CH:13]([CH3:18])[CH2:14][NH:15][CH2:16][CH2:17]2)[c:6]2[cH:7][cH:8][cH:9][cH:10][c:11]12.[O:28]=[CH:29][N:30]([CH3:31])[CH3:32]>>[Cl:1][c:2]1[n:3][n:4][c:5]([N:12]2[CH:13]([CH3:18])[CH2:14][N:15]([C:25]([CH:19]3[CH2:20][CH2:21][CH2:22][CH2:23][CH2:24]3)=[O:26])[CH2:16][CH2:17]2)[c:6]2[cH:7][cH:8][cH:9][cH:10][c:11]12. Reactants: CC1=CC(=NC(=C1OC1=CC(=NC=C1)C=1C=NN(C1)C)C)NC(C)=O (N-(4,6-dimethyl-5-((2-(1-methyl-1H-pyrazol-4-yl)pyridin-4-yl)oxy)pyridin-2-yl)acetamide), Cl (HCl). Solvent: C1CCOC1 (THF). Reaction conditions: temperature 40 celsius. Product: CC1=CC(=NC(=C1OC1=CC(=NC=C1)C=1C=NN(C1)C)C)N (4,6-dimethyl-5-((2-(1-methyl-1H-pyrazol-4-yl)pyridin-4-yl)oxy)pyridin-2-amine). Yield: 73.6%. As a reaction SMILES: [CH3:1][C:2]1[C:7]([O:8][C:9]2[CH:14]=[CH:13][N:12]=[C:11]([C:15]3[CH:16]=[N:17][N:18]([CH3:20])[CH:19]=3)[CH:10]=2)=[C:6]([CH3:21])[N:5]=[C:4]([NH:22]C(=O)C)[CH:3]=1.Cl>C1COCC1>[CH3:1][C:2]1[C:7]([O:8][C:9]2[CH:14]=[CH:13][N:12]=[C:11]([C:15]3[CH:16]=[N:17][N:18]([CH3:20])[CH:19]=3)[CH:10]=2)=[C:6]([CH3:21])[N:5]=[C:4]([NH2:22])[CH:3]=1. Procedure: A solution of N-(4,6-dimethyl-5-((2-(1-methyl-1H-pyrazol-4-yl)pyridin-4-yl)oxy)pyridin-2-yl)acetamide (692 mg, 2.051 mmol) in THF (25 mL) was treated with HCl (3 M, 3.4 mL, 10.2 mmol) and warmed at 40° C. for 17 h. The mixture was treated with satd. NaHCO3, extracted with EtOAc (2×) and the combined organics were dried over Na2SO4, concentrated to dryness and purified via silica gel chromatography (MeOH/EtOAc) to afford 4,6-dimethyl-5-((2-(1-methyl-1H-pyrazol-4-yl)pyridin-4-yl)oxy)pyridin-2-amin... Starting materials: solution, C1(=CC=CC=C1)CC(=O)N=C=S (2-phenylacetyl isothiocyanate), NC1=CC(=C(OC2=CC(=NC=N2)NC(=O)N2CCN(CC2)C2CCN(CC2)C)C=C1)F (4-(1-Methylpiperidin-4-yl)piperazine-1-carboxylic acid [6-(4-amino-2-fluorophenoxy)pyrimidin-4-yl]amide), [C@]12(C(=O)CC(CC1)C2(C)C)CS(=O)(=O)O ((S)-(+)-10-camphorsulfonic acid), C(C)OCC (diethyl ether). The solvent is C1(=CC=CC=C1)C (toluene), C(C)O (ethanol), CCCCCC (hexane). Conditions: time 5 minute. Yields the product FC1=C(OC2=CC(=NC=N2)NC(=O)N2CCN(CC2)C2CCN(CC2)C)C=CC(=C1)NC(=S)NC(CC1=CC=CC=C1)=O (4-(1-Methylpiperidin-4-yl)piperazine-1-carboxylic acid {6-[2-fluoro-4-(3-phenylacetylthioureido)phenoxy]pyrimidin-4-yl}amide). Yield: 15.6%. As a reaction SMILES: [NH2:1][C:2]1[CH:30]=[CH:29][C:5]([O:6][C:7]2[N:12]=[CH:11][N:10]=[C:9]([NH:13][C:14]([N:16]3[CH2:21][CH2:20][N:19]([CH:22]4[CH2:27][CH2:26][N:25]([CH3:28])[CH2:24][CH2:23]4)[CH2:18][CH2:17]3)=[O:15])[CH:8]=2)=[C:4]([F:31])[CH:3]=1.[C@]12(CS(O)(=O)=O)C(C)(C)C(CC1)CC2=O.[C:47]1([CH2:53][C:54]([N:56]=[C:57]=[S:58])=[O:55])[CH:52]=[CH:51][CH:50]=[CH:49][CH:48]=1.C(OCC)C>C(O)C.C1(C)C=CC=CC=1.CCCCCC>[F:31][C:4]1[CH:3]=[C:2]([NH:1][C:57]([NH:56][C:54](=[O:55])[CH2:53][C:47]2[CH:48]=[CH:49][CH:50]=[CH:51][CH:52]=2)=[S:58])[CH:30]=[CH:29][C:5]=1[O:6][C:7]1[N:12]=[CH:11][N:10]=[C:9]([NH:13][C:14]([N:16]2[CH2:21][CH2:20][N:19]([CH:22]3[CH2:23][CH2:24][N:25]([CH3:28])[CH2:26][CH2:27]3)[CH2:18][CH2:17]2)=[O:15])[CH:8]=1. Procedure details: 4-(1-Methylpiperidin-4-yl)piperazine-1-carboxylic acid [6-(4-amino-2-fluorophenoxy)pyrimidin-4-yl]amide (110 mg) was dissolved in ethanol (1 ml), and then (S)-(+)-10-camphorsulfonic acid (60 mg) was added thereto, followed by stirring for 5 min. A 0.25 M solution of 2-phenylacetyl isothiocyanate in toluene (1.54 ml) was added thereto, followed by stirring for 1 hr. The reaction mixture was partitioned between ethyl acetate (30 ml) and a saturated aqueous solution of sodium hydrogencarbonate (20 ... The reactants are C(C1=CC=CC=C1)N(CCCO)C1=C2C(=NC(=N1)C)N(N=C2SC)C2=C(C=C(C=C2Cl)Cl)Cl (3-{benzyl-[6-methyl-3-methylsulfanyl-1-(2,4,6-trichlorophenyl)-1H-pyrazolo[3,4-d]pyrimidin-4-yl]-amino}propanol), ClC1=CC(=CC=C1)C(=O)OO (m-chloroperbenzoic acid). Run in C(Cl)Cl (methylene chloride). The product is C(C1=CC=CC=C1)N(CCCO)C1=C2C(=NC(=N1)C)N(N=C2S(=O)C)C2=C(C=C(C=C2Cl)Cl)Cl (3-{Benzyl-[6-methyl-3-methylsulfinyl-1-(2,4,6-trichlorophenyl)-1H-pyrazolo[3,4-d]pyrimidin-4-yl]-amino}-propanol). The yield is 110.9%. Reaction SMILES: [CH2:1]([N:8]([C:13]1[N:18]=[C:17]([CH3:19])[N:16]=[C:15]2[N:20]([C:25]3[C:30]([Cl:31])=[CH:29][C:28]([Cl:32])=[CH:27][C:26]=3[Cl:33])[N:21]=[C:22]([S:23][CH3:24])[C:14]=12)[CH2:9][CH2:10][CH2:11][OH:12])[C:2]1[CH:7]=[CH:6][CH:5]=[CH:4][CH:3]=1.ClC1C=CC=C(C(OO)=[O:42])C=1>C(Cl)Cl>[CH2:1]([N:8]([C:13]1[N:18]=[C:17]([CH3:19])[N:16]=[C:15]2[N:20]([C:25]3[C:30]([Cl:31])=[CH:29][C:28]([Cl:32])=[CH:27][C:26]=3[Cl:33])[N:21]=[C:22]([S:23]([CH3:24])=[O:42])[C:14]=12)[CH2:9][CH2:10][CH2:11][OH:12])[C:2]1[CH:3]=[CH:4][CH:5]=[CH:6][CH:7]=1. Reported procedure: A solution of 3-{benzyl-[6-methyl-3-methylsulfanyl-1-(2,4,6-trichlorophenyl)-1H-pyrazolo[3,4-d]pyrimidin-4-yl]-amino}propanol (42 mg, 0.077 mmol) and m-chloroperbenzoic acid (14 mg, 0.081 mmol) in 0.5 ml of methylene chloride was stirred at room temperature for 3 hours. The mixture was quenched with water and saturated sodium thiosulfate, and extracted with methylene chloride. The organic layer was washed with saturated sodium bicarbonate, dried and concentrated to give an oil which was purified...